describe an organic reaction: reactants, conditions, products, and yield From a dataset of the Open Reaction Database (ORD), a public repository of structured organic reaction records. Reactants: [N+](=O)([O-])C1=C2C=CC(=NC2=CC=C1)Cl (5-nitro-2-chloroquinoline), FC=1C=C(C=C(C1)F)S(=O)(=O)Cl (3,5-difluorobenzenesulfonyl chloride), COC=1C=CC=C2CCC(C12)N (rac-7-methoxy-indane-1-ylamine). The product is FC=1C=C(C=C(C1)F)S(=O)(=O)NC1=C2C=CC(=NC2=CC=C1)NC1CCC2=CC=CC(=C12)OC (3,5-Difluoro-N-[2-(7-methoxy-indan-1-ylamino)-quinolin-5-yl]-benzenesulfonamide). RXN SMILES: [N+:1]([C:4]1[CH:13]=[CH:12][CH:11]=[C:10]2[C:5]=1[CH:6]=[CH:7][C:8](Cl)=[N:9]2)([O-])=O.[F:15][C:16]1[CH:17]=[C:18]([S:23](Cl)(=[O:25])=[O:24])[CH:19]=[C:20]([F:22])[CH:21]=1.[CH3:27][O:28][C:29]1[CH:30]=[CH:31][CH:32]=[C:33]2[C:37]=1[CH:36]([NH2:38])[CH2:35][CH2:34]2>>[F:15][C:16]1[CH:17]=[C:18]([S:23]([NH:1][C:4]2[CH:13]=[CH:12][CH:11]=[C:10]3[C:5]=2[CH:6]=[CH:7][C:8]([NH:38][CH:36]2[C:37]4[C:33](=[CH:32][CH:31]=[CH:30][C:29]=4[O:28][CH3:27])[CH2:34][CH2:35]2)=[N:9]3)(=[O:25])=[O:24])[CH:19]=[C:20]([F:22])[CH:21]=1. Reported procedure: The title compound, MS: m/e=482.5 (M+H+), was prepared in accordance with the general method of example 13 from 5-nitro-2-chloroquinoline, 3,5-difluorobenzenesulfonyl chloride and rac-7-methoxy-indane-1-ylamine. Reactants: CC(CO)Nc1ccc(F)c(F)c1F, [H-], [Na+], CN(C)C=O. Yields the product CC1COc2c(ccc(F)c2F)N1. RXN SMILES: [F:3][c:4]1[c:5]([NH:6][CH:7]([CH2:8][OH:9])[CH3:10])[cH:11][cH:12][c:13]([F:16])[c:14]1[F:15].[H-:1].[Na+:2].[O:17]=[CH:18][N:19]([CH3:20])[CH3:21]>>[c:4]12[c:5]([cH:11][cH:12][c:13]([F:16])[c:14]1[F:15])[NH:6][CH:7]([CH3:10])[CH2:8][O:9]2. The reactants are Nc1ccc(Br)c(C(F)(F)F)c1, O=N[O-], [Na+], O, O=S(=O)(O)O. The product is Oc1ccc(Br)c(C(F)(F)F)c1. As a reaction SMILES: [Br:1][c:2]1[c:3]([C:9]([F:10])([F:11])[F:12])[cH:4][c:5]([NH2:6])[cH:7][cH:8]1.[N:18]([O-:19])=[O:20].[Na+:21].[OH2:22].[S:13]([OH:14])(=[O:15])(=[O:16])[OH:17]>>[Br:1][c:2]1[c:3]([C:9]([F:10])([F:11])[F:12])[cH:4][c:5]([OH:14])[cH:7][cH:8]1. Starting materials: FC(CNC(=O)C1(C2=CC=CC=C2C=2C=CC=CC12)CCCCBr)(F)F (9-(4-bromo-butyl)-9H-fluorene-9-carboxylic acid-(2,2,2-trifluoro-ethyl)-amide), C[C@@H]1CN(C[C@@H](N1)C)C1=NC2=CC=CC=C2C=N1 (2-(cis-3,5-dimethyl-piperazin-1-yl)-quinazoline). Reaction SMILES: [F:1][C:2]([F:26])([F:25])[CH2:3][NH:4][C:5]([C:7]1([CH2:20][CH2:21][CH2:22][CH2:23]Br)[C:19]2[CH:18]=[CH:17][CH:16]=[CH:15][C:14]=2[C:13]2[C:8]1=[CH:9][CH:10]=[CH:11][CH:12]=2)=[O:6].[CH3:27][C@H:28]1[NH:33][C@@H:32]([CH3:34])[CH2:31][N:30]([C:35]2[N:44]=[CH:43][C:42]3[C:37](=[CH:38][CH:39]=[CH:40][CH:41]=3)[N:36]=2)[CH2:29]1>>[F:1][C:2]([F:26])([F:25])[CH2:3][NH:4][C:5]([C:7]1([CH2:20][CH2:21][CH2:22][CH2:23][N:33]2[C@H:32]([CH3:34])[CH2:31][N:30]([C:35]3[N:44]=[CH:43][C:42]4[C:37](=[CH:38][CH:39]=[CH:40][CH:41]=4)[N:36]=3)[CH2:29][C@@H:28]2[CH3:27])[C:19]2[CH:18]=[CH:17][CH:16]=[CH:15][C:14]=2[C:13]2[C:8]1=[CH:9][CH:10]=[CH:11][CH:12]=2)=[O:6]. Procedure details: Prepared analogously to Example 1 from 9-(4-bromo-butyl)-9H-fluorene-9-carboxylic acid-(2,2,2-trifluoro-ethyl)-amide and 2-(cis-3,5-dimethyl-piperazin-1-yl)-quinazoline. Yields the product FC(CNC(=O)C1(C2=CC=CC=C2C=2C=CC=CC12)CCCCN1[C@H](CN(C[C@H]1C)C1=NC2=CC=CC=C2C=N1)C)(F)F (9-[4-(cis-2,6-dimethyl-4-quinazolin-2-yl-piperazin-1-yl)-butyl]-9H-fluorene-9-carboxylic acid-(2,2,2-trifluoro-ethyl)-amide).